This data is from the Open Reaction Database (ORD), a public repository of structured organic reaction records. The task is: describe an organic reaction: reactants, conditions, products, and yield Reactants: Cl (HCl), CC1=NN=C2N1C1=C(C=C2)N(C(=C1)C1=NNC=C1)CC=1C=C(C#N)C=CC1 (3-{[1-methyl-7-(1H-pyrazol-3-yl)-6H-pyrrolo[2,3-e][1,2,4]triazolo[4,3-a]pyridin-6-yl]methyl}benzonitrile), [OH-].[K+] (KOH), CCO (EtOH), [Na+].[Cl-] (NaCl), material. The solvent is C(Cl)(Cl)Cl (CHCl3), CC(C)O (iPrOH). Conditions: temperature 80 celsius. Yields the product CC1=NN=C2N1C1=C(C=C2)N(C(=C1)C1=NNC=C1)CC=1C=C(C(=O)O)C=CC1 (3-{[1-Methyl-7-(1H-pyrazol-3-yl)-6H-pyrrolo[2,3-e][1,2,4]triazolo[4,3-a]pyridin-6-yl]methyl}benzoic acid). Reaction SMILES: [CH3:1][C:2]1[N:6]2[C:7]3[CH:13]=[C:12]([C:14]4[CH:18]=[CH:17][NH:16][N:15]=4)[N:11]([CH2:19][C:20]4[CH:21]=C([CH:25]=[CH:26][CH:27]=4)C#N)[C:8]=3[CH:9]=[CH:10][C:5]2=[N:4][N:3]=1.[OH-:28].[K+].[Na+].[Cl-].Cl.[CH3:33][CH2:34][OH:35]>C(Cl)(Cl)Cl.CC(O)C>[CH3:1][C:2]1[N:6]2[C:7]3[CH:13]=[C:12]([C:14]4[CH:18]=[CH:17][NH:16][N:15]=4)[N:11]([CH2:19][C:20]4[CH:21]=[C:33]([CH:25]=[CH:26][CH:27]=4)[C:34]([OH:28])=[O:35])[C:8]=3[CH:9]=[CH:10][C:5]2=[N:4][N:3]=1 |f:1.2,3.4|. Procedure details: A mixture of 3-{[1-methyl-7-(1H-pyrazol-3-yl)-6H-pyrrolo[2,3-e][1,2,4]triazolo[4,3-a]pyridin-6-yl]methyl}benzonitrile (0.29 g, 0.82 mmol, from Step 4) and KOH (0.46 g, 8.2 mmol) in EtOH (29 mL) was heated at 80° C. overnight in a sealed tube. Thereafter, the reaction was heated at 120-135° C. for 37 hours. Solvent was removed in vacuo. The reaction mixture was diluted with water, and the pH was adjusted to pH 4 by the addition of 1 N HCl. The brown solid that formed was isolated by filtration. T... Reaction SMILES: Br[C:2]1[CH:14]=[CH:13][C:5]([C:6]([NH:8][CH2:9][CH:10]2[CH2:12][CH2:11]2)=[O:7])=[CH:4][C:3]=1[F:15].[CH:16]1([NH:19][C:20](=[O:37])[C:21]2[CH:26]=[CH:25][CH:24]=[C:23](B3OC(C)(C)C(C)(C)O3)[C:22]=2C)[CH2:18][CH2:17]1.[C:38](=O)([O-])O.[Na+]>CC(O)C.C1C=CC([P]([Pd]([P](C2C=CC=CC=2)(C2C=CC=CC=2)C2C=CC=CC=2)([P](C2C=CC=CC=2)(C2C=CC=CC=2)C2C=CC=CC=2)[P](C2C=CC=CC=2)(C2C=CC=CC=2)C2C=CC=CC=2)(C2C=CC=CC=2)C2C=CC=CC=2)=CC=1>[CH:16]1([NH:19][C:20]([C:21]2[CH:22]=[C:23]([C:2]3[CH:14]=[CH:13][C:5]([C:6]([NH:8][CH2:9][CH:10]4[CH2:12][CH2:11]4)=[O:7])=[CH:4][C:3]=3[F:15])[C:24]([CH3:38])=[CH:25][CH:26]=2)=[O:37])[CH2:17][CH2:18]1 |f:2.3,^1:50,52,71,90|. Run in CC(C)O (propan-2-ol). Starting materials: BrC1=C(C=C(C(=O)NCC2CC2)C=C1)F (4-Bromo-N-cyclopropylmethyl-3-fluorobenzamide), BrC1=C(C=C(C(=O)NCC2CC2)C=C1)F (4-Bromo-N-cyclopropylmethyl-3-fluorobenzamide), C1(CC1)NC(C1=C(C(=CC=C1)B1OC(C(O1)(C)C)(C)C)C)=O (N-cyclopropyl-methyl-3-(4,4,5,5-tetramethyl-[1,3,2]dioxaborolan-2-yl)-benzamide), C(O)([O-])=O.[Na+] (sodiumhydrogen carbonate). Procedure details: 4-Bromo-N-cyclopropylmethyl-3-fluorobenzamide (Intermediate 15, 60 mg), N-cyclopropyl-methyl-3-(4,4,5,5-tetramethyl-[1,3,2]dioxaborolan-2-yl)-benzamide (60 mg), tetrakis(triphenylphosphine)palladium (2.5 mg) and aqueous sodiumhydrogen carbonate (1M, 1 ml) were heated in propan-2-ol (2 ml) at 85° C. for 18 hours. The reaction was concentrated under vacuum and the residue applied to a SPE (Si, 2 g) and eluted with 1:3 and 3:1 ethyl acetate/cyclohexane. The solvent was evaporated from the latter fr... The reagents and catalysts are C=1C=CC(=CC1)[P](C=2C=CC=CC2)(C=3C=CC=CC3)[Pd]([P](C=4C=CC=CC4)(C=5C=CC=CC5)C=6C=CC=CC6)([P](C=7C=CC=CC7)(C=8C=CC=CC8)C=9C=CC=CC9)[P](C=1C=CC=CC1)(C=1C=CC=CC1)C=1C=CC=CC1 (tetrakis(triphenylphosphine)palladium). Yields the product C1(CC1)NC(=O)C=1C=C(C(=CC1)C)C1=C(C=C(C=C1)C(=O)NCC1CC1)F (N3-cyclopropyl-N4′-(cyclopropylmethyl)-2′-fluoro-6-methyl-1,1′-biphenyl-3,4′-dicarboxamide). The solvent is N1=CC=CC=C1 (pyridine). Reactants: ClC=1C=CC(=C(C(=O)Cl)C1)OC (5-chloro-2-methoxybenzoyl chloride), Cl.NC1C(OC2=CC(=CC=C2C1=O)OC)(C)C (3-amino-2,2-dimethyl-7-methoxy-4-chromanone hydrochloride), ice water. Reaction conditions: temperature 27 celsius, time 3 hour. Procedure details: 28.7 g (0.14 mol) of 5-chloro-2-methoxybenzoyl chloride were introduced into a solution of 33.5 g (0.13 mol) of 3-amino-2,2-dimethyl-7-methoxy-4-chromanone hydrochloride in 150 ml of pyridine at 10° C. After the mixture had been stirred at about 27° C. for three hours, it was introduced into ice/water and extracted twice with methylene chloride. The combined methylene chloride extracts were washed twice with 2N hydrochloric acid and with water and then dried and evaporated, and the residue was r... RXN SMILES: [Cl:1][C:2]1[CH:3]=[CH:4][C:5]([O:11][CH3:12])=[C:6]([CH:10]=1)[C:7](Cl)=[O:8].Cl.[NH2:14][CH:15]1[C:24](=[O:25])[C:23]2[C:18](=[CH:19][C:20]([O:26][CH3:27])=[CH:21][CH:22]=2)[O:17][C:16]1([CH3:29])[CH3:28]>N1C=CC=CC=1>[Cl:1][C:2]1[CH:3]=[CH:4][C:5]([O:11][CH3:12])=[C:6]([CH:10]=1)[C:7]([NH:14][CH:15]1[C:24](=[O:25])[C:23]2[C:18](=[CH:19][C:20]([O:26][CH3:27])=[CH:21][CH:22]=2)[O:17][C:16]1([CH3:29])[CH3:28])=[O:8] |f:1.2|. Yields the product ClC=1C=CC(=C(C(=O)NC2C(OC3=CC(=CC=C3C2=O)OC)(C)C)C1)OC (3-(5-Chloro-2-methoxybenzamido)-2,2-dimethyl-7-methoxy-4-chromanone).